From a dataset of the Open Reaction Database (ORD), a public repository of structured organic reaction records. describe an organic reaction: reactants, conditions, products, and yield Reactants: [Li]CCCC, C1CCOC1, COc1nc(S(C)(=O)=O)nc(-c2ccc(Cl)cc2Cl)c1S(=O)(=O)C(F)(F)F, [Cl-], ClCCl, Oc1ccc(F)c(F)c1, [NH4+]. Product: COc1nc(Oc2ccc(F)c(F)c2)nc(-c2ccc(Cl)cc2Cl)c1S(=O)(=O)C(F)(F)F. RXN SMILES: [CH2:28]([Li:29])[CH2:30][CH2:31][CH3:32].[CH2:44]1[O:45][CH2:46][CH2:47][CH2:48]1.[CH3:1][S:2](=[O:3])(=[O:4])[c:5]1[n:6][c:7](-[c:20]2[c:21]([Cl:27])[cH:22][c:23]([Cl:26])[cH:24][cH:25]2)[c:8]([S:13](=[O:14])(=[O:15])[C:16]([F:17])([F:18])[F:19])[c:9]([O:11][CH3:12])[n:10]1.[Cl-:42].[Cl:49][CH2:50][Cl:51].[F:33][c:34]1[cH:35][c:36]([OH:41])[cH:37][cH:38][c:39]1[F:40].[NH4+:43]>>[c:5]1([O:41][c:36]2[cH:35][c:34]([F:33])[c:39]([F:40])[cH:38][cH:37]2)[n:6][c:7](-[c:20]2[c:21]([Cl:27])[cH:22][c:23]([Cl:26])[cH:24][cH:25]2)[c:8]([S:13](=[O:14])(=[O:15])[C:16]([F:17])([F:18])[F:19])[c:9]([O:11][CH3:12])[n:10]1. Starting materials: C(C)(=O)OC(C)=O (acetic anhydride), N1=CC=CC=C1 (pyridine), C(C)(C)C1(N=C(NC1=O)C1=C(C=C2C(=N1)OC=C2)C(=O)O)C (6-(4-isopropyl-4-methyl-5-oxo-2-imidazolin-2-yl)-furo[2,3-b]-pyridine-5-carboxylic acid). The solvent is C(OC)COC (dimethoxyethane). Run at time 24 hour. The product is C(C)(C)C1(N=C2N(C(C=3C=C4C(=NC32)OC=C4)=O)C1=O)C (2-isopropyl-2-methyl-5H-furo[2,3-b]imidazo[2',1':5,1]pyrrolo[3,4-e]pyridine-3(2H), 5-dione). The yield is 100.5%. RXN SMILES: [CH:1]([C:4]1([CH3:22])[C:8](=[O:9])[NH:7][C:6]([C:10]2[N:15]=[C:14]3[O:16][CH:17]=[CH:18][C:13]3=[CH:12][C:11]=2[C:19](O)=[O:20])=[N:5]1)([CH3:3])[CH3:2].C(OC(=O)C)(=O)C.N1C=CC=CC=1>C(COC)OC>[CH:1]([C:4]1([CH3:22])[C:8](=[O:9])[N:7]2[C:19](=[O:20])[C:11]3[CH:12]=[C:13]4[CH:18]=[CH:17][O:16][C:14]4=[N:15][C:10]=3[C:6]2=[N:5]1)([CH3:2])[CH3:3]. Procedure: To a suspension of 6-(4-isopropyl-4-methyl-5-oxo-2-imidazolin-2-yl)-furo[2,3-b]-pyridine-5-carboxylic acid (11.7 g, 0.039 mol) in 100 mL dimethoxyethane (DME) is added 7.3 mL acetic anhydride and 3.9 mL pyridine. After stirring 24 hours at room temperature, the solids are filtered and washed with ether and the mother liquor is concentrated by adding xylene to aid removal of pyridine. The residue is triturated with ether to obtain solids which are combined with the first crop to give 11.1 g (100%... Procedure details: The title compound is prepared as an off-white lyophilizated powder following Scheme 1 and in analogy to Example 1 using 2-chloro-7-methoxy-quinoxaline, 2-bromo-ethanol, azetidin-3-yl-carbamic acid tert-butyl ester and 3-oxo-3,4-dihydro-2H-benzo[1,4]thiazine-6-carboxylic acid as starting materials. As a reaction SMILES: Cl[C:2]1[CH:11]=[N:10][C:9]2[C:4](=[CH:5][C:6]([O:12][CH3:13])=[CH:7][CH:8]=2)[N:3]=1.Br[CH2:15][CH2:16][OH:17].C(O[C:23](=[O:29])[NH:24][CH:25]1[CH2:28][NH:27][CH2:26]1)(C)(C)C.[O:30]=[C:31]1[NH:36][C:35]2[CH:37]=[C:38](C(O)=O)[CH:39]=[CH:40][C:34]=2[S:33][CH2:32]1>>[CH3:13][O:12][C:6]1[CH:5]=[C:4]2[C:9]([N:10]=[CH:11][C:2]([O:17][CH2:16][CH2:15][N:27]3[CH2:26][CH:25]([NH:24][C:23]([C:38]4[CH:39]=[CH:40][C:34]5[S:33][CH2:32][C:31](=[O:30])[NH:36][C:35]=5[CH:37]=4)=[O:29])[CH2:28]3)=[N:3]2)=[CH:8][CH:7]=1. Product: COC1=CC=C2N=CC(=NC2=C1)OCCN1CC(C1)NC(=O)C=1C=CC2=C(NC(CS2)=O)C1 (3-oxo-3,4-dihydro-2H-benzo[1,4]thiazine-6-carboxylic acid {1-[2-(7-methoxy-quinoxalin-2-yloxy)-ethyl]-azetidin-3-yl}-amide). Starting materials: ClC1=NC2=CC(=CC=C2N=C1)OC (2-chloro-7-methoxy-quinoxaline), O=C1CSC2=C(N1)C=C(C=C2)C(=O)O (3-oxo-3,4-dihydro-2H-benzo[1,4]thiazine-6-carboxylic acid), BrCCO (2-bromo-ethanol), C(C)(C)(C)OC(NC1CNC1)=O (azetidin-3-yl-carbamic acid tert-butyl ester). The reactants are CC1(COC(OC1)C(C)=CC=CC(=CC1OCC(CO1)(C)C)C)C (2,7-bis(5,5-dimethyl-1,3-dioxan-2-yl)-6-methyl-2,4,6-heptatriene), 3-chloromethylcrotonaldehyde neopentyl glycol acetal, C1(=CC=CC=C1)S(=O)(=O)CC=C(C)C1OCC(CO1)(C)C (3-(5,5-dimethyl-1,3-dioxan-2-yl)-crotyl phenyl sulfone), solid, C[O-].[K+] (potassium methylate). Conditions: temperature 0 celsius, time 1 hour. The product is CC(=C(O)O)C=CC=C(CC)C (2,6-dimethyloctatrienediol). RXN SMILES: C1(S(CC=C(C2OCC(C)(C)CO2)C)(=O)=O)C=CC=CC=1.C[O-].[K+].CC1(C)C[O:30][CH:29]([C:32](=[CH:34][CH:35]=[CH:36][C:37]([CH3:47])=[CH:38][CH:39]2OCC(C)(C)CO2)[CH3:33])[O:28]C1>>[CH3:33][C:32]([CH:34]=[CH:35][CH:36]=[C:37]([CH3:47])[CH2:38][CH3:39])=[C:29]([OH:28])[OH:30] |f:1.2|. Procedure: 20.5 g (0.1 mol) of 3-chloromethylcrotonaldehyde neopentyl glycol acetal were added to a solution of 31.0 g (0.1 mol) of 3-(5,5-dimethyl-1,3-dioxan-2-yl)-crotyl phenyl sulfone in 200 ml of DEK prepared as in Example 5A. The mixture was then cooled to 0° C. while stirring, and 17 g (0.24 mol) of solid potassium methylate were added over the course of 20 min. After 1 h the reaction mixture was allowed to warm to RT and was then stirred for 2 h. HPLC checks showed that 30.6 g (corresponding to 91% ...